Dataset: the Open Reaction Database (ORD), a public repository of structured organic reaction records. Task: describe an organic reaction: reactants, conditions, products, and yield The reactants are 10.69, NC1=CC(=C(C(=O)OCC)C=C1C#N)OC (ethyl 4-amino-5-cyano-2-methoxybenzoate), [OH-].[Na+] (sodium hydroxide). The solvent is O (water). Run at temperature 50 celsius, time 1 hour. The product is NC1=CC(=C(C(=O)O)C=C1C#N)OC (4-amino-5-cyano-2-methoxybenzoic acid). The yield is 93.2%. RXN SMILES: [NH2:1][C:2]1[C:12]([C:13]#[N:14])=[CH:11][C:5]([C:6]([O:8]CC)=[O:7])=[C:4]([O:15][CH3:16])[CH:3]=1.[OH-].[Na+]>O>[NH2:1][C:2]1[C:12]([C:13]#[N:14])=[CH:11][C:5]([C:6]([OH:8])=[O:7])=[C:4]([O:15][CH3:16])[CH:3]=1 |f:1.2|. Procedure: A suspension of 10.69 parts of ethyl 4-amino-5-cyano-2-methoxybenzoate in 12 parts of a sodium hydroxide solution 50% and 500 parts of water was stirred and heated to 50° C. and stirring was continued for 1 hour at 50°-55° C. The reaction mixture was cooled and filtered. The filtrate was acidified with concentrated hydrochloric acid of pH 1-2. The precipitated product was filtered off, washed thoroughly with water and dried overnight at 80° C., yielding 8.6 parts (93.2%) of 4-amino-5-cyano-2-met... The reactants are Cl.COC(=O)NC(=S)NC1=C(C=CC=C1)N (1-methoxycarbonyl-3-(2-aminophenyl)thiourea hydrochloride), [N+](=O)(O)[O-] (nitric acid), C1(=CC=C(C=C1)S(=O)(=O)O)C (toluene-p-sulphonic acid). Yields the product [N+](=O)(O)[O-].COC(=O)NC(=S)NC1=C(C=CC=C1)N (1-methoxycarbonyl-3-(2-aminophenyl)thiourea nitrate), C1(=CC=C(C=C1)S(=O)(=O)O)C.COC(=O)NC(=S)NC1=C(C=CC=C1)N (1-methoxycarbonyl-3-(2-aminophenyl)thiourea toluene-p-sulphonate). As a reaction SMILES: [N+:1]([O-:4])([OH:3])=[O:2].[C:5]1([CH3:15])[CH:10]=[CH:9][C:8]([S:11]([OH:14])(=[O:13])=[O:12])=[CH:7][CH:6]=1.Cl.[CH3:17][O:18][C:19]([NH:21][C:22]([NH:24][C:25]1[CH:30]=[CH:29][CH:28]=[CH:27][C:26]=1[NH2:31])=[S:23])=[O:20]>>[N+:1]([O-:4])([OH:3])=[O:2].[CH3:17][O:18][C:19]([NH:21][C:22]([NH:24][C:25]1[CH:30]=[CH:29][CH:28]=[CH:27][C:26]=1[NH2:31])=[S:23])=[O:20].[C:5]1([CH3:15])[CH:6]=[CH:7][C:8]([S:11]([OH:14])(=[O:12])=[O:13])=[CH:9][CH:10]=1.[CH3:17][O:18][C:19]([NH:21][C:22]([NH:24][C:25]1[CH:30]=[CH:29][CH:28]=[CH:27][C:26]=1[NH2:31])=[S:23])=[O:20] |f:2.3,4.5,6.7|. Procedure: By proceeding in a similar manner but substituting an equimolecular quantity of nitric acid and toluene-p-sulphonic acid for the hydrochloric acid, there were obtained 1-methoxycarbonyl-3-(2-aminophenyl)thiourea nitrate, m.p. 158°-159° C. (with decomposition), and 1-methoxycarbonyl-3-(2-aminophenyl)thiourea toluene-p-sulphonate, m.p. 175°-176° C. (with decomposition), respectively. Product: CCCCCCCNC(=O)Nc1cccc(-c2ccc(C=C(OC)C(=O)O)cc2OCCCC)c1. RXN SMILES: [CH2:3]([CH2:4][CH2:5][CH3:6])[O:7][c:8]1[c:9](-[c:22]2[cH:23][c:24]([NH:28][C:29](=[O:30])[NH:31][CH2:32][CH2:33][CH2:34][CH2:35][CH2:36][CH2:37][CH3:38])[cH:25][cH:26][cH:27]2)[cH:10][cH:11][c:12]([CH:14]=[C:15]([C:16](=[O:17])[O:18][CH3:19])[O:20][CH3:21])[cH:13]1.[ClH:40].[Li+:1].[O:41]1[CH2:42][CH2:43][CH2:44][CH2:45]1.[OH-:2].[OH2:39]>>[CH2:3]([CH2:4][CH2:5][CH3:6])[O:7][c:8]1[c:9](-[c:22]2[cH:23][c:24]([NH:28][C:29](=[O:30])[NH:31][CH2:32][CH2:33][CH2:34][CH2:35][CH2:36][CH2:37][CH3:38])[cH:25][cH:26][cH:27]2)[cH:10][cH:11][c:12]([CH:14]=[C:15]([C:16](=[O:17])[OH:18])[O:20][CH3:21])[cH:13]1. The reactants are CCCCCCCNC(=O)Nc1cccc(-c2ccc(C=C(OC)C(=O)OC)cc2OCCCC)c1, Cl, [Li+], C1CCOC1, [OH-], O. The reactants are CC1(C)Oc2ccc(C#N)cc2C2OC21, CC(=O)NN, CCO. Product: CC(=O)NNC1c2cc(C#N)ccc2OC(C)(C)C1O. RXN SMILES: [C:1](#[N:2])[c:3]1[cH:4][cH:5][c:6]2[c:7]([cH:15]1)[CH:8]1[CH:9]([C:10]([CH3:12])([CH3:13])[O:11]2)[O:14]1.[CH3:16][C:17](=[O:18])[NH:19][NH2:20].[CH3:21][CH2:22][OH:23]>>[C:1](#[N:2])[c:3]1[cH:4][cH:5][c:6]2[c:7]([cH:15]1)[CH:8]([NH:20][NH:19][C:17]([CH3:16])=[O:18])[CH:9]([OH:14])[C:10]([CH3:12])([CH3:13])[O:11]2. The reactants are ClC1=NC=C(C=C1)[N+](=O)[O-] (2-chloro-5-nitropyridine), C(CC1=CC=CC=C1)C1CCNCC1 (4-phenethylpiperidine). Yields the product C(CC1=CC=CC=C1)C1CCN(CC1)C1=CC=C(C=N1)N (6-(4-phenethylpiperidin-1-yl)pyridin-3-amine). Reaction SMILES: Cl[C:2]1[CH:7]=[CH:6][C:5]([N+:8]([O-])=O)=[CH:4][N:3]=1.[CH2:11]([CH:19]1[CH2:24][CH2:23][NH:22][CH2:21][CH2:20]1)[CH2:12][C:13]1[CH:18]=[CH:17][CH:16]=[CH:15][CH:14]=1>>[CH2:11]([CH:19]1[CH2:20][CH2:21][N:22]([C:2]2[N:3]=[CH:4][C:5]([NH2:8])=[CH:6][CH:7]=2)[CH2:23][CH2:24]1)[CH2:12][C:13]1[CH:18]=[CH:17][CH:16]=[CH:15][CH:14]=1. Procedure details: Intermediate B-22 was prepared by the general procedure for intermediate B-2, by using 2-chloro-5-nitropyridine and 4-phenethylpiperidine as starting materials. MS (M+1): 312. Reactants: BrC(Br)(Br)Br, ClCCl, O=[N+]([O-])c1ccccc1CCO, c1ccc(P(c2ccccc2)c2ccccc2)cc1. Yields the product O=[N+]([O-])c1ccccc1CCBr. Reaction SMILES: [Br:32][C:33]([Br:34])([Br:35])[Br:36].[Cl:37][CH2:38][Cl:39].[OH:1][CH2:2][CH2:3][c:4]1[c:5]([N+:10](=[O:11])[O-:12])[cH:6][cH:7][cH:8][cH:9]1.[c:13]1([P:14]([c:15]2[cH:16][cH:17][cH:18][cH:19][cH:20]2)[c:21]2[cH:22][cH:23][cH:24][cH:25][cH:26]2)[cH:27][cH:28][cH:29][cH:30][cH:31]1>>[CH2:2]([CH2:3][c:4]1[c:5]([N+:10](=[O:11])[O-:12])[cH:6][cH:7][cH:8][cH:9]1)[Br:32]. The reactants are NCC(=O)NCC(=O)O (glycylglycine), C(C(=C)C)(=O)Cl (methacryloyl chloride). Solvent: O (water). Product: C(C(=C)C)(=O)NCC(=O)NCC(=O)O (N-Methacryloylglycylglycine). Yield: 75.0%. RXN SMILES: [NH2:1][CH2:2][C:3]([NH:5][CH2:6][C:7]([OH:9])=[O:8])=[O:4].[C:10](Cl)(=[O:14])[C:11]([CH3:13])=[CH2:12]>O>[C:10]([NH:1][CH2:2][C:3]([NH:5][CH2:6][C:7]([OH:9])=[O:8])=[O:4])(=[O:14])[C:11]([CH3:13])=[CH2:12]. Procedure: Using Example 1, glycylglycine was reacted with methacryloyl chloride in water at -10° C. After adjustment to a pH of 3, the white slurry was washed with ethanol to remove sodium chloride and water. The product was dried at 80° C. to obtain a good yield (>75%) product with a melting point of 200°-201° C. Starting materials: ClC=1C=C(C=CC1S(=O)(=O)C)[C@H](C(=O)O)CC1CCC(CC1)=O (2(R)-(3-chloro-4-methanesulfonyl-phenyl)-3-(4-oxo-cyclohexyl)-propionic acid), C1(=CC=CC=C1)P(C1=CC=CC=C1)C1=CC=CC=C1 (triphenylphosphine), NC1=NC=C(N=C1)Br (2-amino-5-bromopyrazine), N1=C(C=CC=C1C)C (2,6-lutidine), BrN1C(CCC1=O)=O (N-bromosuccinimide), BrN1C(CCC1=O)=O (N-bromosuccinimide). Run in C(Cl)Cl (methylene chloride), C(Cl)Cl (methylene chloride). Run at temperature 25 celsius, time 4 hour. Yields the product BrC=1N=CC(=NC1)NC([C@H](CC1CCC(CC1)=O)C1=CC(=C(C=C1)S(=O)(=O)C)Cl)=O (N-(5-bromo-pyrazin-2-yl)-2(R)-(3-chloro-4-methanesulfonyl-phenyl)-3-(4-oxo-cyclohexyl)-propionamide). Isolated yield 41.6%. Reaction SMILES: [Cl:1][C:2]1[CH:3]=[C:4]([C@@H:12]([CH2:16][CH:17]2[CH2:22][CH2:21][C:20](=[O:23])[CH2:19][CH2:18]2)[C:13](O)=[O:14])[CH:5]=[CH:6][C:7]=1[S:8]([CH3:11])(=[O:10])=[O:9].C1(P(C2C=CC=CC=2)C2C=CC=CC=2)C=CC=CC=1.BrN1C(=O)CCC1=O.[NH2:51][C:52]1[CH:57]=[N:56][C:55]([Br:58])=[CH:54][N:53]=1.N1C(C)=CC=CC=1C>C(Cl)Cl>[Br:58][C:55]1[N:56]=[CH:57][C:52]([NH:51][C:13](=[O:14])[C@@H:12]([C:4]2[CH:5]=[CH:6][C:7]([S:8]([CH3:11])(=[O:9])=[O:10])=[C:2]([Cl:1])[CH:3]=2)[CH2:16][CH:17]2[CH2:18][CH2:19][C:20](=[O:23])[CH2:21][CH2:22]2)=[N:53][CH:54]=1. Procedure: A solution of 2(R)-(3-chloro-4-methanesulfonyl-phenyl)-3-(4-oxo-cyclohexyl)-propionic acid (200 mg, 0.56 mmol) and triphenylphosphine (195 mg, 0.73 mmol) in methylene chloride (4.0 mL) cooled to 0° C. was treated with N-bromosuccinimide (128 mg, 0.73 mmol) in small portions. After the complete addition of N-bromosuccinimide, the reaction mixture was allowed to warm to 25° C. over 30 min. The bright orange reaction mixture was then treated with 2-amino-5-bromopyrazine (200 mg, 1.12 mmol, prepared... Starting materials: ClC1=CC=CC2=C1C(N1[C@H](C=3N2C=NC3C=3OC(=CN3)CN(CC=C)CC=C)CCC1)=O ((S)-8-chloro-1-(5-diallylaminomethyl-oxazol-2-yl)-11,12,13,13a-tetrahydro-9H-imidazo[1,5-a]pyrrolo[2,1-c][1,4]benzodiazepin-9-one), Cl (hydrochloric acid). Run in C(C)O (ethanol), C(C)O (ethanol). Reaction conditions: time 10 minute. Yields the product Cl.ClC1=CC=CC2=C1C(N1[C@H](C=3N2C=NC3C=3OC(=CN3)CN(CC=C)CC=C)CCC1)=O ((S)-8-chloro-1-(5-diallylaminomethyl-oxazol-2-yl)-11,12,13,13a-tetrahydro-9H-imidazo[1,5-a]pyrrolo[2,1-c][1,4]benzodiazepin-9-one hydrochloride). Isolated yield 145.1%. RXN SMILES: [Cl:1][C:2]1[C:7]2[C:8](=[O:32])[N:9]3[CH2:31][CH2:30][CH2:29][C@H:10]3[C:11]3[N:12]([CH:13]=[N:14][C:15]=3[C:16]3[O:17][C:18]([CH2:21][N:22]([CH2:26][CH:27]=[CH2:28])[CH2:23][CH:24]=[CH2:25])=[CH:19][N:20]=3)[C:6]=2[CH:5]=[CH:4][CH:3]=1.Cl>C(O)C>[ClH:1].[Cl:1][C:2]1[C:7]2[C:8](=[O:32])[N:9]3[CH2:31][CH2:30][CH2:29][C@H:10]3[C:11]3[N:12]([CH:13]=[N:14][C:15]=3[C:16]3[O:17][C:18]([CH2:21][N:22]([CH2:23][CH:24]=[CH2:25])[CH2:26][CH:27]=[CH2:28])=[CH:19][N:20]=3)[C:6]=2[CH:5]=[CH:4][CH:3]=1 |f:3.4|. Procedure details: 1.15 g (0.00255 mol) of (S)-8-chloro-1-(5-diallylaminomethyl-oxazol-2-yl)-11,12,13,13a-tetrahydro-9H-imidazo[1,5-a]pyrrolo[2,1-c][1,4]benzodiazepin-9-one in 20 ml of ethanol were treated with 0.53 ml (0.00253 mol) of 4.78N ethanolic hydrochloric acid at 0°. After stirring at 0° for 10 minutes the colorless solution was completely freed from the solvents. The residue was dissolved in hot ethanol and recrystallized by the addition of ether. There was obtained 0.9 g (78%) of (S)-8-chloro-1-(5-diall... The reactants are COCOc1ccc(CBr)cc1C(=O)Nc1cc(-c2ccccc2)ccc1C(=O)OC(C)(C)C, C1CCNCC1, CC(C)=O. Yields the product COCOc1ccc(CN2CCCCC2)cc1C(=O)Nc1cc(-c2ccccc2)ccc1C(=O)OC(C)(C)C. Reaction SMILES: [Br:7][CH2:8][c:9]1[cH:10][cH:11][c:12]([O:37][CH2:38][O:39][CH3:40])[c:13]([C:14](=[O:15])[NH:16][c:17]2[c:18]([C:19](=[O:20])[O:21][C:22]([CH3:23])([CH3:24])[CH3:25])[cH:26][cH:27][c:28](-[c:30]3[cH:31][cH:32][cH:33][cH:34][cH:35]3)[cH:29]2)[cH:36]1.[CH2:1]1[CH2:2][CH2:3][NH:4][CH2:5][CH2:6]1.[CH3:41][C:42](=[O:43])[CH3:44]>>[CH2:1]1[CH2:2][CH2:3][N:4]([CH2:8][c:9]2[cH:10][cH:11][c:12]([O:37][CH2:38][O:39][CH3:40])[c:13]([C:14](=[O:15])[NH:16][c:17]3[c:18]([C:19](=[O:20])[O:21][C:22]([CH3:23])([CH3:24])[CH3:25])[cH:26][cH:27][c:28](-[c:30]4[cH:31][cH:32][cH:33][cH:34][cH:35]4)[cH:29]3)[cH:36]2)[CH2:5][CH2:6]1.